This data is from the Open Reaction Database (ORD), a public repository of structured organic reaction records. The task is: describe an organic reaction: reactants, conditions, products, and yield Starting materials: COCCC1=C(N=CS1)C (5-(2-methoxyethyl)-4-methylthiazole), C(C)(=O)OCC (ethyl acetate). The product is C(C)(=O)C=1SC(=C(N1)C)CCOC (2-Acetyl-5-(2-methoxyethyl)-4-methylthiazole). Reaction SMILES: [CH3:1][O:2][CH2:3][CH2:4][C:5]1[S:9][CH:8]=[N:7][C:6]=1[CH3:10].[C:11](OCC)(=[O:13])[CH3:12]>>[C:11]([C:8]1[S:9][C:5]([CH2:4][CH2:3][O:2][CH3:1])=[C:6]([CH3:10])[N:7]=1)(=[O:13])[CH3:12]. Procedure: From 5-(2-methoxyethyl)-4-methylthiazole and ethyl acetate, following the procedure of Preparation 1. The reagents and catalysts are C1(=CC=C(C=C1)S(=O)(=O)O)C (p-toluenesulfonic acid). As a reaction SMILES: [OH:1][CH2:2][CH:3]1[NH:7][C:6](=[O:8])[CH2:5][CH2:4]1.[CH:9](=O)[C:10]1[CH:15]=[CH:14][CH:13]=[CH:12][CH:11]=1.C1(C)C=CC=CC=1>C1(C)C=CC(S(O)(=O)=O)=CC=1.O>[C:10]1([C@@H:9]2[N:7]3[C:6](=[O:8])[CH2:5][CH2:4][CH:3]3[CH2:2][O:1]2)[CH:15]=[CH:14][CH:13]=[CH:12][CH:11]=1. Procedure details: A mixture of 5-hydroxymethyl-2-pyrrolidone (85.0 g), benzaldehyde (98.0 g), p-toluenesulfonic acid (1.6 g) and toluene (500 ml) was heated to reflux using a Dean-Stark water separator and an oil bath, with vigorous stirring. After nine hours, the collection of water stopped and the cooled reaction mixture was washed with 5% sodium bicarbonate solution (2×50 ml), saturated sodium bisulfide solution (4×50 ml), water (2×50 ml) and brine (1×50 ml). The toluene solution was dried over andydrous magne... Conditions: time 9 hour. The product is C1(=CC=CC=C1)[C@H]1OCC2N1C(CC2)=O ((R)-Tetrahydro-3-phenyl-3H,5H-pyrrolo[1,2-c]oxazol-5-one). Run in O (water). Reactants: OCC1CCC(N1)=O (5-hydroxymethyl-2-pyrrolidone), C(C1=CC=CC=C1)=O (benzaldehyde), C1(=CC=CC=C1)C (toluene). Yield: 86.0%. The reactants are O=S1(N=C(NC2=C1C=CC=C2)C=2C(N(C1=CC=CC=C1C2O)N=C2C[C@@H](CCC2)C)=O)=O (3-(1,1-dioxido-4H-1,2,4-benzothiadiazin-3-yl)-4-hydroxy-1-{[(3R)-3-methylcyclohexylidene]amino}quinolin-2(1H)-one), CO (methanol), solution, [BH4-].[Li+] (lithium borohydride), Cl (hydrochloric acid). Run in O1CCCC1 (tetrahydrofuran), O1CCCC1 (tetrahydrofuran), O (water). Run at temperature 25 celsius, time 1 hour. Product: O=S1(N=C(NC2=C1C=CC=C2)C=2C(N(C1=CC=CC=C1C2O)NC2C[C@@H](CCC2)C)=O)=O (3-(1,1-dioxido-4H-1,2,4-benzothiadiazin-3-yl)-4-hydroxy-1-{[(3R)-3-methylcyclohexyl]amino}quinolin-2(1H)-one). Reaction SMILES: [O:1]=[S:2]1(=[O:32])[C:7]2[CH:8]=[CH:9][CH:10]=[CH:11][C:6]=2[NH:5][C:4]([C:12]2[C:13](=[O:31])[N:14]([N:23]=[C:24]3[CH2:29][CH2:28][CH2:27][C@@H:26]([CH3:30])[CH2:25]3)[C:15]3[C:20]([C:21]=2[OH:22])=[CH:19][CH:18]=[CH:17][CH:16]=3)=[N:3]1.CO.[BH4-].[Li+].Cl>O1CCCC1.O>[O:32]=[S:2]1(=[O:1])[C:7]2[CH:8]=[CH:9][CH:10]=[CH:11][C:6]=2[NH:5][C:4]([C:12]2[C:13](=[O:31])[N:14]([NH:23][CH:24]3[CH2:29][CH2:28][CH2:27][C@@H:26]([CH3:30])[CH2:25]3)[C:15]3[C:20]([C:21]=2[OH:22])=[CH:19][CH:18]=[CH:17][CH:16]=3)=[N:3]1 |f:2.3|. Procedure details: The product of Example 239A (0.045 g, 0.10 mmol) in tetrahydrofuran (2.0 mL) and methanol (0.010 mL, 0.28 mmol) at 0° C. was treated with dropwise addition of a 2.0M solution of lithium borohydride in tetrahydrofuran (0.075 mL, 0.15 mmol). The reaction was stirred at 25° C. for 1 hour, acidified with 1M hydrochloric acid to a pH of approximately 2-4, diluted with water, and the resulting precipitate was collected by filtration and dried to give the title compound. The crude product was chromatog... The reactants are C1(=CC=CC=C1)C(C#N)C=1C=NC=CC1 (α-Phenyl-3-pyridylacetonitrile), ClCCN1C2CCC(C1)CC2 (2-(2-chloroethyl)-2-azabicyclo[2.2.2]octane). The solvent is C1(=CC=CC=C1)C (toluene). The product is C1(=CC=CC=C1)C(C#N)(CCN1C2CCC(C1)CC2)C=2C=NC=CC2 (2-phenyl-2-(3-pyridyl)-4-(2-azabicyclo[2.2.2]oct-2-yl)butyronitrile). Reaction SMILES: [C:1]1([CH:7]([C:10]2[CH:11]=[N:12][CH:13]=[CH:14][CH:15]=2)[C:8]#[N:9])[CH:6]=[CH:5][CH:4]=[CH:3][CH:2]=1.Cl[CH2:17][CH2:18][N:19]1[CH2:24][CH:23]2[CH2:25][CH2:26][CH:20]1[CH2:21][CH2:22]2>C1(C)C=CC=CC=1>[C:1]1([C:7]([C:10]2[CH:11]=[N:12][CH:13]=[CH:14][CH:15]=2)([CH2:17][CH2:18][N:19]2[CH2:24][CH:23]3[CH2:25][CH2:26][CH:20]2[CH2:21][CH2:22]3)[C:8]#[N:9])[CH:2]=[CH:3][CH:4]=[CH:5][CH:6]=1. Procedure details: α-Phenyl-3-pyridylacetonitrile (U.S. Pat. No. 3,225,054) is reacted with 2-(2-chloroethyl)-2-azabicyclo[2.2.2]octane in toluene to provide 2-phenyl-2-(3-pyridyl)-4-(2-azabicyclo[2.2.2]oct-2-yl)butyronitrile. This nitrile is reacted with sodium azide in DMF containing lithium chloride to provide 5-[1-phenyl-1-(3-pyridyl)-3-(2-azabicyclo[2.2.2]oct-2-yl)propyl]-1H-tetrazole. Reaction this tetrazole with acetic anhydride in pyridine provides 5-[1-phenyl-1-(3-pyridyl)-3-(2-azabicyclo[2.2.2]oct-2-yl)p... Reported procedure: A suspension of 1.00 g (0.003 mol) of 4,9-dihydro-4,9-dioxo-8-methoxy-2-phenyl-naphtho[2,3-d]-thiazole (Example 23) in 67 mL (1.160 mol) of acetic acid and 67 mL (0.570 mol) of hydrobromic acid is heated to reflux for 5 h 30 min. After cooling to 10° C., the reaction medium is filtered through fritted glass. The precipitate consists of 200 mL of chloroform. The organic phase is washed with a 3% ammonia solution (3×40 mL) and dried over calcium chloride. The yellow solid obtained after evaporatio... Run at temperature 10 celsius. Yield: 32.8%. Reactants: O=C1C=2C=CC=C(C2C(C2=C1N=C(S2)C2=CC=CC=C2)=O)OC (4,9-Dihydro-4,9-dioxo-8-methoxy-2-phenylnaphtho[2,3-d]thiazole), C(C)(=O)O (acetic acid), Br (hydrobromic acid). RXN SMILES: [O:1]=[C:2]1[C:11]2[N:12]=[C:13]([C:15]3[CH:20]=[CH:19][CH:18]=[CH:17][CH:16]=3)[S:14][C:10]=2[C:9](=[O:21])[C:8]2[C:7]([O:22]C)=[CH:6][CH:5]=[CH:4][C:3]1=2.C(O)(=O)C.Br>>[O:1]=[C:2]1[C:11]2[N:12]=[C:13]([C:15]3[CH:20]=[CH:19][CH:18]=[CH:17][CH:16]=3)[S:14][C:10]=2[C:9](=[O:21])[C:8]2[C:7]([OH:22])=[CH:6][CH:5]=[CH:4][C:3]1=2. Yields the product O=C1C=2C=CC=C(C2C(C2=C1N=C(S2)C2=CC=CC=C2)=O)O (4,9-dihydro-4,9-dioxo-8-hydroxy-2-phenyl-naphtho[2,3-d]thiazole). The reactants are [BH4-].C(C)[N+](CC)(CC)CC (tetraethylammonium borohydride), [BH4-].C(C)[N+](CC)(CC)CC (tetraethylammonium borohydride), [OH-].[Na+] (sodium hydroxide), FC1=C(C=CC(=C1)F)C=1C=C(C(=O)OC)C=C(N1)C(=C)C (methyl 2-(2,4-difluorophenyl)-6-isopropenylisonicotinate), cobalt(II)mesotetraphenylporphine, Cl (HCl). Run in CO (methanol), COCCOC (DME). Reaction conditions: time 18 hour. The product is FC1=C(C=CC(=C1)F)C=1C=C(C(=O)O)C=C(N1)C(C)(C)O (2-(2,4-Difluorophenyl)-6-(1-hydroxy-1-methylethyl)isonicotinic acid). Yield: 74.3%. As a reaction SMILES: [F:1][C:2]1[CH:7]=[C:6]([F:8])[CH:5]=[CH:4][C:3]=1[C:9]1[CH:10]=[C:11]([CH:16]=[C:17]([C:19]([CH3:21])=[CH2:20])[N:18]=1)[C:12]([O:14]C)=[O:13].[BH4-].C([N+](CC)(CC)CC)C.[OH-:32].[Na+].Cl>CO.COCCOC>[F:1][C:2]1[CH:7]=[C:6]([F:8])[CH:5]=[CH:4][C:3]=1[C:9]1[CH:10]=[C:11]([CH:16]=[C:17]([C:19]([OH:32])([CH3:21])[CH3:20])[N:18]=1)[C:12]([OH:14])=[O:13] |f:1.2,3.4|. Reported procedure: To a solution of methyl 2-(2,4-difluorophenyl)-6-isopropenylisonicotinate (0.29 g, 1.01 mmol) in methanol (5.1 mL) and DME (5.1 mL) was added cobalt(II)mesotetraphenylporphine (6.8 mg, 10.1 mmol). The mixture was stirred at ambient temperature. After 18 h, tetraethylammonium borohydride (73.5 mg, 0.51 mmol) was added. After 15 min, additional tetraethylammonium borohydride (0.14 g, 1.01 mmol) was added. After 1.5 h, sodium hydroxide (1.0 M in water; 2.03 mL, 2.03 mmol) was added. The mixture was... Reactants: O(C1=CC=CC=C1)C=1C=C(C=O)C=CC1 (3-phenoxybenzaldehyde), C(C)OC(=O)C=P(C1=CC=CC=C1)(C1=CC=CC=C1)C1=CC=CC=C1 (ethoxycarbonylmethylenetriphenylphosphorane). Run in C(C)(=O)OCC (ethyl acetate), CCCCCCC.C(C)(=O)OCC (heptane ethyl acetate), O1CCOCC1 (1,4-dioxane). Conditions: time 8 hour. Product: O(C1=CC=CC=C1)C=1C=C(C=CC1)C=CC(=O)OCC (ethyl 3-(3-phenoxyphenyl)acrylate). Isolated yield 76.5%. RXN SMILES: [O:1]([C:8]1[CH:9]=[C:10]([CH:13]=[CH:14][CH:15]=1)[CH:11]=O)[C:2]1[CH:7]=[CH:6][CH:5]=[CH:4][CH:3]=1.[CH2:16]([O:18][C:19]([CH:21]=P(C1C=CC=CC=1)(C1C=CC=CC=1)C1C=CC=CC=1)=[O:20])[CH3:17]>O1CCOCC1.C(OCC)(=O)C.CCCCCCC.C(OCC)(=O)C>[O:1]([C:8]1[CH:9]=[C:10]([CH:11]=[CH:21][C:19]([O:18][CH2:16][CH3:17])=[O:20])[CH:13]=[CH:14][CH:15]=1)[C:2]1[CH:7]=[CH:6][CH:5]=[CH:4][CH:3]=1 |f:4.5|. Procedure: To a stirred solution of 23.4 g (0.188 mole) of 3-phenoxybenzaldehyde in 175 mL of 1,4-dioxane was added 45.2 grams (0.130 mole) of ethoxycarbonylmethylenetriphenylphosphorane in one portion. The reaction was allowed to stir at ambient temperature overnight. The solvent was evaporated under reduced pressure, leaving a residue which was dissolved in ethyl acetate. Approximately 30 grams of silica gel was mixed with this solution. This solvent was evaporated under reduced pressure, and the silica ...